Dataset: the Open Reaction Database (ORD), a public repository of structured organic reaction records. Task: describe an organic reaction: reactants, conditions, products, and yield Product: CC=1N=C(SC1C(=O)NCC=1C=NC=CC1)N1C=NN(C1=O)CC=1OC(=CC1)C(F)(F)F (4-methyl-2-(5-oxo-1-((5-(trifluoromethyl)furan-2-yl)methyl)-1H-1,2,4-triazol-4(5H)-yl)-N-(pyridin-3-ylmethyl)thiazole-5-carboxamide). RXN SMILES: CC1N=C(N2C(=O)N(CC3C=CC(C(F)(F)F)=CC=3)N=C2)SC=1C(O)=O.[CH3:27][C:28]1[N:29]=[C:30]([N:36]2[C:40](=[O:41])[N:39]([CH2:42][C:43]3[O:44][C:45]([C:48]([F:51])([F:50])[F:49])=[CH:46][CH:47]=3)[N:38]=[CH:37]2)[S:31][C:32]=1[C:33]([OH:35])=O.[N:52]1[CH:57]=[CH:56][CH:55]=[C:54]([CH2:58][NH2:59])[CH:53]=1>>[CH3:27][C:28]1[N:29]=[C:30]([N:36]2[C:40](=[O:41])[N:39]([CH2:42][C:43]3[O:44][C:45]([C:48]([F:49])([F:51])[F:50])=[CH:46][CH:47]=3)[N:38]=[CH:37]2)[S:31][C:32]=1[C:33]([NH:59][CH2:58][C:54]1[CH:53]=[N:52][CH:57]=[CH:56][CH:55]=1)=[O:35]. Procedure: Following the procedure as described in Example 21, making variations as required to replace 4-methyl-2-(5-oxo-1-(4-(trifluoromethyl)benzyl)-1H-1,2,4-triazol-4(5H)-yl)thiazole-5-carboxylic acid with 4-methyl-2-(5-oxo-1-((5-(trifluoromethyl)furan-2-yl)methyl)-1H-1,2,4-triazol-4(5H)-yl)thiazole-5-carboxylic acid to react with pyridin-3-ylmethanamine, the title compound was obtained as a white solid in 57% yield: mp 124-125° C. (ethyl acetate/hexane); 1H NMR (300 MHz, CDCl3) δ 8.63 (s, 2H), 8.28 (s... Isolated yield 57.0%. The reactants are CC=1N=C(SC1C(=O)O)N1C=NN(C1=O)CC1=CC=C(C=C1)C(F)(F)F (4-methyl-2-(5-oxo-1-(4-(trifluoromethyl)benzyl)-1H-1,2,4-triazol-4(5H)-yl)thiazole-5-carboxylic acid), CC=1N=C(SC1C(=O)O)N1C=NN(C1=O)CC=1OC(=CC1)C(F)(F)F (4-methyl-2-(5-oxo-1-((5-(trifluoromethyl)furan-2-yl)methyl)-1H-1,2,4-triazol-4(5H)-yl)thiazole-5-carboxylic acid), N1=CC(=CC=C1)CN (pyridin-3-ylmethanamine). Starting materials: C(C)(C)(C)OC(N[C@@](CCC1=CC=C(C=C1)O)(C)CO)=O ([(R)-1-hydroxymethyl-3-(4-hydroxy-phenyl)-1-methyl-propyl]-carbamic acid tert-butyl ester), C([O-])([O-])=O.[K+].[K+] (potassium carbonate), C(CCCCCC)OS(=O)(=O)C (methanesulfonic acid heptyl ester), Cl (HCl). Solvent: C(C)O (ethanol), CCOC(=O)C (AcOEt). Conditions: time 6 hour. Product: C(C)(C)(C)OC(N[C@@](CCC1=CC=C(C=C1)OCCCCCCC)(C)CO)=O ([(R)-3-(4-Heptyloxy-phenyl)-1-hydroxymethyl-1-methyl-propyl]-carbamic acid tert-butyl ester). Reaction SMILES: [C:1]([O:5][C:6](=[O:21])[NH:7][C@:8]([CH2:19][OH:20])([CH3:18])[CH2:9][CH2:10][C:11]1[CH:16]=[CH:15][C:14]([OH:17])=[CH:13][CH:12]=1)([CH3:4])([CH3:3])[CH3:2].C(=O)([O-])[O-].[K+].[K+].[CH2:28](OS(C)(=O)=O)[CH2:29][CH2:30][CH2:31][CH2:32][CH2:33][CH3:34].Cl>C(O)C.CCOC(C)=O>[C:1]([O:5][C:6](=[O:21])[NH:7][C@:8]([CH2:19][OH:20])([CH3:18])[CH2:9][CH2:10][C:11]1[CH:16]=[CH:15][C:14]([O:17][CH2:28][CH2:29][CH2:30][CH2:31][CH2:32][CH2:33][CH3:34])=[CH:13][CH:12]=1)([CH3:4])([CH3:2])[CH3:3] |f:1.2.3|. Reported procedure: To a stirred solution of [(R)-1-hydroxymethyl-3-(4-hydroxy-phenyl)-1-methyl-propyl]-carbamic acid tert-butyl ester (2.06 g, 6.98 mMol) in ethanol (100 ml) is added potassium carbonate (2.90 g, 20.8 mMol) and methanesulfonic acid heptyl ester (2.04 g, 10.5 mMol). The mixture is heated to reflux temperature and stirred at that temperature for 6 hours. The mixture is then cooled to RT and stirred at RT overnight. The reaction mixture is then poured onto a biphasic mixture of AcOEt and HCl (aqueous,... Reactants: NCC(C)O ((RS)-1-amino-2-propanol), O=CCC1C(C2=CC(=C(C=C2C1)Cl)Cl)=O ((RS)-2-(2-oxoethyl)-5,6-dichloro-1-indanone), C1(=CC=C(C=C1)S(=O)(=O)O)C (p-toluenesulfonic acid), O (water). The solvent is C1(=CC=CC=C1)C (toluene), C1(=CC=CC=C1)C (toluene). Conditions: time 45 minute. Product: ClC=1C=C2CC3=C(N(C=C3)CC(C)O)C2=CC1Cl ((RS)-1-(6,7-dichloro-1,4-dihydro-indeno[1,2-b]pyrrol-1-yl)-propan-2-ol). Isolated yield 26.7%. As a reaction SMILES: O=[CH:2][CH2:3][CH:4]1[CH2:12][C:11]2[C:6](=[CH:7][C:8]([Cl:14])=[C:9]([Cl:13])[CH:10]=2)[C:5]1=O.C1(C)C=CC(S(O)(=O)=O)=CC=1.O.[NH2:28][CH2:29][CH:30]([OH:32])[CH3:31]>C1(C)C=CC=CC=1>[Cl:13][C:9]1[CH:10]=[C:11]2[C:6](=[CH:7][C:8]=1[Cl:14])[C:5]1[N:28]([CH2:29][CH:30]([OH:32])[CH3:31])[CH:2]=[CH:3][C:4]=1[CH2:12]2. Procedure details: A solution of 2.0 g of (RS)-2-(2-oxoethyl)-5,6-dichloro-1-indanone and 70 mg of p-toluenesulfonic acid in 70 ml of anhydrous toluene was heated on a water separator. A solution of 2.47 g of (RS)-1-amino-2-propanol in 20 ml of anhydrous toluene was added dropwise to the boiling solution over a period of 5 minutes. Subsequently, the mixture was boiled for an additional 45 minutes, during which time the solvent was reduced to a volume of 20 ml. The cooled reaction mixture was purified by column chr... Starting materials: BrCCCCOC=1C=C2CCC(NC2=CC1)=O (6-(4-bromo-butoxy)-3,4-dihydro-carbostyril), SC1=CC=NC=C1 (4-mercapto-pyridine), N1=CC=C(C=C1)SCCCCOC=1C=C2CCC(NC2=CC1)=O (6-[4-(4-pyridyl-mercapto)-butoxy]-3,4-dihydro-carbostyril), OO (hydrogen peroxide). Reported procedure: Prepared analogous to Example 122 from 6-(4-bromo-butoxy)-3,4-dihydro-carbostyril and 4-mercapto-pyridine and subsequent oxidation of the intermediate 6-[4-(4-pyridyl-mercapto)-butoxy]-3,4-dihydro-carbostyril (m.p. 128°-133° C.) with hydrogen peroxide analogous to Example 123. RXN SMILES: BrCCCC[O:6]C1C=C2C(=CC=1)NC(=O)CC2.SC1C=CN=CC=1.[N:25]1[CH:30]=[CH:29][C:28]([S:31][CH2:32][CH2:33][CH2:34][CH2:35][O:36][C:37]2[CH:38]=[C:39]3[C:44](=[CH:45][CH:46]=2)[NH:43][C:42](=[O:47])[CH2:41][CH2:40]3)=[CH:27][CH:26]=1.OO>>[N:25]1[CH:30]=[CH:29][C:28]([S:31]([CH2:32][CH2:33][CH2:34][CH2:35][O:36][C:37]2[CH:38]=[C:39]3[C:44](=[CH:45][CH:46]=2)[NH:43][C:42](=[O:47])[CH2:41][CH2:40]3)=[O:6])=[CH:27][CH:26]=1. Yields the product N1=CC=C(C=C1)S(=O)CCCCOC=1C=C2CCC(NC2=CC1)=O (6-[4-(4-Pyridyl-sulfinyl)-butoxy]-3,4-dihydro-carbostyril). Starting materials: COC(=O)c1cnc2c(c1)cc(C(=CC(C)C)OS(=O)(=O)c1ccc(C)cc1)n2S(=O)(=O)c1ccccc1, CS(=O)(=O)c1ccc(B(O)O)cc1, [Na+], [Na+], O=C([O-])[O-], C1COCCO1, Cl[Pd]Cl, c1ccc(P(c2ccccc2)c2ccccc2)cc1, c1ccc(P(c2ccccc2)c2ccccc2)cc1. The product is COC(=O)c1cnc2c(c1)cc(C(=CC(C)C)c1ccc(S(C)(=O)=O)cc1)n2S(=O)(=O)c1ccccc1. Reaction SMILES: [CH3:1][O:2][C:3](=[O:4])[c:5]1[cH:6][c:7]2[c:8]([n:9][cH:10]1)[n:11]([S:30](=[O:31])(=[O:32])[c:33]1[cH:34][cH:35][cH:36][cH:37][cH:38]1)[c:12]([C:14](=[CH:15][CH:16]([CH3:17])[CH3:18])[O:19][S:20]([c:21]1[cH:22][cH:23][c:24]([CH3:25])[cH:26][cH:27]1)(=[O:28])=[O:29])[cH:13]2.[CH3:39][S:40](=[O:41])(=[O:42])[c:43]1[cH:44][cH:45][c:46]([B:49]([OH:50])[OH:51])[cH:47][cH:48]1.[Na+:52].[Na+:53].[O-:54][C:55](=[O:56])[O-:57].[O:58]1[CH2:59][CH2:60][O:61][CH2:62][CH2:63]1.[Pd:64]([Cl:65])[Cl:66].[c:67]1([P:68]([c:69]2[cH:70][cH:71][cH:72][cH:73][cH:74]2)[c:75]2[cH:76][cH:77][cH:78][cH:79][cH:80]2)[cH:81][cH:82][cH:83][cH:84][cH:85]1.[c:86]1([P:87]([c:88]2[cH:89][cH:90][cH:91][cH:92][cH:93]2)[c:94]2[cH:95][cH:96][cH:97][cH:98][cH:99]2)[cH:100][cH:101][cH:102][cH:103][cH:104]1>>[CH3:1][O:2][C:3](=[O:4])[c:5]1[cH:6][c:7]2[c:8]([n:9][cH:10]1)[n:11]([S:30](=[O:31])(=[O:32])[c:33]1[cH:34][cH:35][cH:36][cH:37][cH:38]1)[c:12]([C:14](=[CH:15][CH:16]([CH3:17])[CH3:18])[c:46]1[cH:45][cH:44][c:43]([S:40]([CH3:39])(=[O:41])=[O:42])[cH:48][cH:47]1)[cH:13]2.